From a dataset of the Open Reaction Database (ORD), a public repository of structured organic reaction records. describe an organic reaction: reactants, conditions, products, and yield The reactants are ClC1=NC=NC(=C1)Cl (4,6-dichloropyrimidine), FC(OC1=CC=C(C=C1)B(O)O)(F)F (4-trifluoromethoxyphenyl boronic acid). The reagents and catalysts are [Pd] (palladium). Product: ClC1=NC=NC(=C1)C1=CC=C(C=C1)OC(F)(F)F (4-Chloro-6-(4-trifluoromethoxyphenyl)-pyrimidine). RXN SMILES: [Cl:1][C:2]1[CH:7]=[C:6](Cl)[N:5]=[CH:4][N:3]=1.[F:9][C:10]([F:22])([F:21])[O:11][C:12]1[CH:17]=[CH:16][C:15](B(O)O)=[CH:14][CH:13]=1>[Pd]>[Cl:1][C:2]1[CH:7]=[C:6]([C:15]2[CH:14]=[CH:13][C:12]([O:11][C:10]([F:9])([F:21])[F:22])=[CH:17][CH:16]=2)[N:5]=[CH:4][N:3]=1. Reported procedure: 4-Chloro-6-(4-trifluoromethoxyphenyl)-pyrimidine was prepared by palladium-catalyzed arylation of 4,6-dichloropyrimidine and 4-trifluoromethoxyphenyl boronic acid: 1H NMR (400 MHz, CDCl3) δ 9.05 (s, 1H), 8.14 (d, J=9.8 Hz, 2H), 7.74 (m, 1H), 7.36 (d, J=8.4 Hz, 2H); EIMS m/z 274 (M+).